describe an organic reaction: reactants, conditions, products, and yield From a dataset of the Open Reaction Database (ORD), a public repository of structured organic reaction records. The reactants are C(C)(=O)NCCC1=CN(C2=CC=CC=C12)C1=CC=CC=C1 (N-acetyl-1-phenyltryptamine), C1=CC=CC=C1 (benzene), P(=O)(Cl)(Cl)Cl (phosphorus oxychloride). Procedure: A mixture of 40.8 g. N-acetyl-1-phenyltryptamine (IIIa), 800 ml. dry benzene and 220 g. phosphorus oxychloride is refluxed for 1 hour. After cooling, the reaction mixture is poured into two liters of cold water with continued stirring and cooling for 1.5 hours. The organic layer is separated, washed twice with water and the aqueous fractions combined and backwashed once with ethyl acetate. The aqueous extract (total volume 3 liters) is treated with one liter of 10% NaOH, followed by one liter of... As a reaction SMILES: [C:1]([NH:4][CH2:5][CH2:6][C:7]1[C:15]2[C:10](=[CH:11][CH:12]=[CH:13][CH:14]=2)[N:9]([C:16]2[CH:21]=[CH:20][CH:19]=[CH:18][CH:17]=2)[CH:8]=1)(=O)[CH3:2].C1C=CC=CC=1.P(Cl)(Cl)(Cl)=O>O>[CH3:2][C:1]1[C:8]2[N:9]([C:16]3[CH:21]=[CH:20][CH:19]=[CH:18][CH:17]=3)[C:10]3[C:15]([C:7]=2[CH2:6][CH2:5][N:4]=1)=[CH:14][CH:13]=[CH:12][CH:11]=3. The product is CC1=NCCC2=C1N(C1=CC=CC=C21)C2=CC=CC=C2 (4,9-dihydro-1-methyl-9-phenyl-3H-pyrido[3,4-b]indole). The solvent is O (water). Starting materials: NCC1(CSCC1)N(C)C (3-(aminomethyl)-N,N-dimethyltetrahydrothiophen-3-amine), C1=CC(=CC(=C1)Cl)C(=O)OO (MCPBA). Solvent: C(Cl)Cl.CO (DCM MeOH). Run at time 8 hour. The product is NCC1(CCS(=O)C1)N(C)C (3-(Aminomethyl)-3-(N,N-dimethylamino)tetramethylene Sulfoxide). As a reaction SMILES: [NH2:1][CH2:2][C:3]1([N:8]([CH3:10])[CH3:9])[CH2:7][CH2:6][S:5][CH2:4]1.C1C=C(Cl)C=C(C(OO)=[O:19])C=1>C(Cl)Cl.CO>[NH2:1][CH2:2][C:3]1([N:8]([CH3:10])[CH3:9])[CH2:4][S:5](=[O:19])[CH2:6][CH2:7]1 |f:2.3|. Procedure details: To a stirred solution of 3-(aminomethyl)-N,N-dimethyltetrahydrothiophen-3-amine (160 mg, 0.998 mmol) in DCM: MeOH (4:1, 10 mL) was added MCPBA (246 mg, 1.098 mmol) at 0° C. The reaction was slowly warmed to room temperature and stirred overnight. The crude was purified by cation exchange resin to give the title compound without further purification.